From a dataset of the Open Reaction Database (ORD), a public repository of structured organic reaction records. describe an organic reaction: reactants, conditions, products, and yield Starting materials: FC1=C(C=C(C=C1)C=1C=C(C=C2C=CC=NC12)C(C)C)CO ([2-fluoro-5-(6-isopropyl-quinolin-8-yl)-phenyl]-methanol). Reagents/catalysts: O=[Mn]=O (MnO2). Run in C(Cl)Cl (CH2Cl2). Yields the product FC1=C(C=O)C=C(C=C1)C=1C=C(C=C2C=CC=NC12)C(C)C (2-fluoro-5-(6-isopropylquinolin-8-yl)-benzaldehyde). RXN SMILES: [F:1][C:2]1[CH:7]=[CH:6][C:5]([C:8]2[CH:9]=[C:10]([CH:18]([CH3:20])[CH3:19])[CH:11]=[C:12]3[C:17]=2[N:16]=[CH:15][CH:14]=[CH:13]3)=[CH:4][C:3]=1[CH2:21][OH:22]>C(Cl)Cl.O=[Mn]=O>[F:1][C:2]1[CH:7]=[CH:6][C:5]([C:8]2[CH:9]=[C:10]([CH:18]([CH3:20])[CH3:19])[CH:11]=[C:12]3[C:17]=2[N:16]=[CH:15][CH:14]=[CH:13]3)=[CH:4][C:3]=1[CH:21]=[O:22]. Reported procedure: A solution of [2-fluoro-5-(6-isopropyl-quinolin-8-yl)-phenyl]-methanol from Step 2 (2.23 g, 7.55 mmol) and MnO2 (13 g, 150 mmol) in CH2Cl2 (70 mL) was stirred at 21° C. for 18 h. The mixture was filtered through a pad of celite and concentrated. Purification by flash chromatography (eluting with hexane/ethyl acetate, 70:30) provided the 2-fluoro-5-(6-isopropylquinolin-8-yl)-benzaldehyde compound. The reactants are ClC1=C(C=CC=C1)C=CC(C=CC1=C(C=CC=C1)Cl)=O (1,5-bis(2-chlorophenyl)-1,4-pentadien-3-one), Cl.NNC(=N)N (amino-guanidine hydrochloride). The reagents and catalysts are Cl (hydrochloric acid). The solvent is C(C)O (ethanol). The product is Cl.C(N)(=N)NN=C(C=CC1=C(C=CC=C1)Cl)C=CC1=C(C=CC=C1)Cl (1,5-Bis(2-chlorophenyl)-1,4-pentadien-3-one Amidinohydrazone Hydrochloride). The yield is 124.6%. RXN SMILES: [Cl:1][C:2]1[CH:7]=[CH:6][CH:5]=[CH:4][C:3]=1[CH:8]=[CH:9][C:10](=O)[CH:11]=[CH:12][C:13]1[CH:18]=[CH:17][CH:16]=[CH:15][C:14]=1[Cl:19].Cl.[NH2:22][NH:23][C:24]([NH2:26])=[NH:25]>Cl.C(O)C>[ClH:1].[C:24]([NH:23][N:22]=[C:10]([CH:11]=[CH:12][C:13]1[CH:18]=[CH:17][CH:16]=[CH:15][C:14]=1[Cl:19])[CH:9]=[CH:8][C:3]1[CH:4]=[CH:5][CH:6]=[CH:7][C:2]=1[Cl:1])(=[NH:25])[NH2:26] |f:1.2,5.6|. Procedure: Following the general procedure of Example 1, 9.1 grams of 1,5-bis(2-chlorophenyl)-1,4-pentadien-3-one, 4 grams of amino-guanidine hydrochloride, 10 drops of concentrated hydrochloric acid and 250 ml. of ethanol, and employing a 6.5 hour reflux period, 7.4 grams of the title compound is obtained, melting at 243°-244° C. Starting materials: C(c1cc2ccccc2[nH]1)=O, CC1=CN=C(C=C1)N, [C-]#[N+]C1CCCCC1. Reagents/catalysts: O=C(O)C(F)(F)F (trifluoroacetic acid). The solvent is CC(C)O (isopropyl alcohol), CC(C)O (isopropylalcohol). Conditions: temperature 22 celsius, time 20 hour. Yields the product Cc1ccc2nc(c3cc4ccccc4[nH]3)c(NC3CCCCC3)n2c1. Yield: 0.9%. As a reaction SMILES: CC1=CC=C(N)N=C1.[C-]#[N+]C1CCCCC1.O=CC1=CC2=C(N1)C=CC=C2>>CC1=CN2C(C=C1)=NC(C1=CC3=C(N1)C=CC=C3)=C2NC1CCCCC1. Reactants: CCO, [Ca+2], [Cl-], [Cl-], O=C(Nc1ccc(Oc2ccc([N+](=O)[O-])nc2)cc1F)OCc1ccccc1, [Fe]. Yields the product Nc1ccc(Oc2ccc(NC(=O)OCc3ccccc3)c(F)c2)cn1. RXN SMILES: [CH3:32][CH2:33][OH:34].[Ca+2:31].[Cl-:29].[Cl-:30].[F:1][c:2]1[c:3]([NH:18][C:19]([O:20][CH2:21][c:22]2[cH:23][cH:24][cH:25][cH:26][cH:27]2)=[O:28])[cH:4][cH:5][c:6]([O:8][c:9]2[cH:10][n:11][c:12]([N+:15]([O-:16])=[O:17])[cH:13][cH:14]2)[cH:7]1.[Fe:35]>>[F:1][c:2]1[c:3]([NH:18][C:19]([O:20][CH2:21][c:22]2[cH:23][cH:24][cH:25][cH:26][cH:27]2)=[O:28])[cH:4][cH:5][c:6]([O:8][c:9]2[cH:10][n:11][c:12]([NH2:15])[cH:13][cH:14]2)[cH:7]1.